This data is from the Open Reaction Database (ORD), a public repository of structured organic reaction records. The task is: describe an organic reaction: reactants, conditions, products, and yield Starting materials: Cl.Cl.ClCCN1CCN(CC1)C1=CC=CC=C1 (1-(2-Chloroethyl)-4-phenylpiperazine dihydrochloride), C(C1=CC=CC=C1)OC1=CC=C(C(C(=O)N)=C1)N (5-Benzyloxyanthranilamide). Solvent: C(CC)O (propanol). Yields the product C(C1=CC=CC=C1)OC=1C=CC(=C(C(=O)N)C1)NCCN1CCN(CC1)C1=CC=CC=C1 (5-Benzyloxy-2-(2-[4-phenyl-1-piperazinyl]ethylamino)benzamide). The yield is 29.5%. RXN SMILES: Cl.Cl.Cl[CH2:4][CH2:5][N:6]1[CH2:11][CH2:10][N:9]([C:12]2[CH:17]=[CH:16][CH:15]=[CH:14][CH:13]=2)[CH2:8][CH2:7]1.[CH2:18]([O:25][C:26]1[CH:34]=[C:30]([C:31]([NH2:33])=[O:32])[C:29]([NH2:35])=[CH:28][CH:27]=1)[C:19]1[CH:24]=[CH:23][CH:22]=[CH:21][CH:20]=1>C(O)CC>[CH2:18]([O:25][C:26]1[CH:27]=[CH:28][C:29]([NH:35][CH2:4][CH2:5][N:6]2[CH2:11][CH2:10][N:9]([C:12]3[CH:17]=[CH:16][CH:15]=[CH:14][CH:13]=3)[CH2:8][CH2:7]2)=[C:30]([CH:34]=1)[C:31]([NH2:33])=[O:32])[C:19]1[CH:20]=[CH:21][CH:22]=[CH:23][CH:24]=1 |f:0.1.2|. Procedure details: 1-(2-Chloroethyl)-4-phenylpiperazine dihydrochloride (3.3 g) was converted to the base and added to 1.2 g 5-Benzyloxyanthranilamide in 125 ml propanol. The solution was refluxed 3 hours, cooled, filtered, and the filtrate concentrated to dryness. The residue was chromatographed on alumina to give 0.63 g product.